From a dataset of the Open Reaction Database (ORD), a public repository of structured organic reaction records. describe an organic reaction: reactants, conditions, products, and yield Starting materials: C(C)(=O)OC=O (Formic acetic anhydride), ClC=1C(=CC=C2CCNCC12)NC(C1=CC(=C(C=C1)OC)C(F)(F)F)=O (N-(8-chloro-1,2,3,4-tetrahydroisoquinolin-7-yl)-4-methoxy-3-trifluoromethylbenzamide), CN(C)C1=NC=CC=C1 (dimethylaminopyridine). Run in ClCCl (dichloromethane). Conditions: time 8 hour. Yields the product C(=O)N1CC2=C(C(=CC=C2CC1)NC(C1=CC(=C(C=C1)OC)C(F)(F)F)=O)Cl (N-(2-Formyl-8-chloro-1,2,3,4-tetrahydroisoquinolin-7-yl)-4-methoxy-3-trifluoromethylbenzamide). Isolated yield 62.1%. As a reaction SMILES: [C:1](OC=O)(=[O:3])C.[Cl:7][C:8]1[C:9]([NH:18][C:19](=[O:32])[C:20]2[CH:25]=[CH:24][C:23]([O:26][CH3:27])=[C:22]([C:28]([F:31])([F:30])[F:29])[CH:21]=2)=[CH:10][CH:11]=[C:12]2[C:17]=1[CH2:16][NH:15][CH2:14][CH2:13]2.CN(C1C=CC=CN=1)C>ClCCl>[CH:1]([N:15]1[CH2:14][CH2:13][C:12]2[C:17](=[C:8]([Cl:7])[C:9]([NH:18][C:19](=[O:32])[C:20]3[CH:25]=[CH:24][C:23]([O:26][CH3:27])=[C:22]([C:28]([F:29])([F:30])[F:31])[CH:21]=3)=[CH:10][CH:11]=2)[CH2:16]1)=[O:3]. Reported procedure: Formic acetic anhydride (0.21 g) was added to N-(8-chloro-1,2,3,4-tetrahydroisoquinolin-7-yl)-4-methoxy-3-trifluoromethylbenzamide (0.15 g) and dimethylaminopyridine (0.05 g) in dichloromethane. The mixture was stirred at room temperature overnight and quenched with saturated aqueous sodium hydrogen carbonate (20 ml). The organic phase was separated and washed with brine, dried (MgSO4) and solvent removed at reduced pressure. The residue was column chromatographed (silica gel, ammonia/methanol/d... Reactants: FC1(CCC(CC1)CC1=C(N=C2N1C=C(C(=C2)C(=O)OC)OC)C(F)(F)F)F (methyl 3-(4,4-difluorocyclohexylmethyl)-6-methoxy-2-(trifluoromethyl)imidazo[1,2-a]pyridine-7-carboxylate), C1CCOC1 (THF), [OH-].[Na+] (sodium hydroxide). The solvent is O (water). The product is FC1(CCC(CC1)CC1=C(N=C2N1C=C(C(=C2)C(=O)O)OC)C(F)(F)F)F (3-(4,4-difluorocyclohexylmethyl)-6-methoxy-2-(trifluoromethyl)imidazo[1,2-a]pyridine-7-carboxylic acid). Yield: 98.4%. Reaction SMILES: [F:1][C:2]1([F:28])[CH2:7][CH2:6][CH:5]([CH2:8][C:9]2[N:13]3[CH:14]=[C:15]([O:22][CH3:23])[C:16]([C:18]([O:20]C)=[O:19])=[CH:17][C:12]3=[N:11][C:10]=2[C:24]([F:27])([F:26])[F:25])[CH2:4][CH2:3]1.C1COCC1.[OH-].[Na+]>O>[F:28][C:2]1([F:1])[CH2:3][CH2:4][CH:5]([CH2:8][C:9]2[N:13]3[CH:14]=[C:15]([O:22][CH3:23])[C:16]([C:18]([OH:20])=[O:19])=[CH:17][C:12]3=[N:11][C:10]=2[C:24]([F:25])([F:26])[F:27])[CH2:6][CH2:7]1 |f:2.3|. Procedure: Methyl 3-(4,4-difluorocyclohexylmethyl)-6-methoxy-2-(trifluoromethyl)imidazo[1,2-a]pyridine-7-carboxylate (23 mg, 0.057 mmol) obtained in step 4 was suspended in a mixed solvent of THF (1.0 mL) and water (1.0 mL), and the suspension was stirred under heat and reflux for 3 hours after adding sodium hydroxide (11 mg, 0.283 mmol). The reaction mixture was allowed to cool to room temperature, and the solvent was evaporated under reduced pressure. The residue was extracted with water after adding chl... Starting materials: CO, CCOC(=O)CNc1ccc2oc3c(OC)ccc(C(=O)Nc4c(Cl)cncc4Cl)c3c2c1, [K+], [OH-], O. The product is COc1ccc(C(=O)Nc2c(Cl)cncc2Cl)c2c1oc1ccc(NCC(=O)O)cc12. RXN SMILES: [CH3:37][OH:38].[Cl:1][c:2]1[cH:3][n:4][cH:5][c:6]([Cl:33])[c:7]1[NH:8][C:9](=[O:10])[c:11]1[cH:12][cH:13][c:14]([O:31][CH3:32])[c:15]2[o:16][c:17]3[c:18]([c:19]12)[cH:20][c:21]([NH:24][CH2:25][C:26](=[O:27])[O:28][CH2:29][CH3:30])[cH:22][cH:23]3.[K+:35].[OH-:34].[OH2:36]>>[Cl:1][c:2]1[cH:3][n:4][cH:5][c:6]([Cl:33])[c:7]1[NH:8][C:9](=[O:10])[c:11]1[cH:12][cH:13][c:14]([O:31][CH3:32])[c:15]2[o:16][c:17]3[c:18]([c:19]12)[cH:20][c:21]([NH:24][CH2:25][C:26](=[O:27])[OH:28])[cH:22][cH:23]3. The reactants are CI, CC(C)(C)c1cc(C(=O)c2c(Cl)[nH]c(Cl)c2Cl)cc(C(C)(C)C)c1O, [H-], [Na+], CN(C)C=O, O. The product is Cn1c(Cl)c(Cl)c(C(=O)c2cc(C(C)(C)C)c(O)c(C(C)(C)C)c2)c1Cl. As a reaction SMILES: [CH3:28][I:29].[Cl:1][c:2]1[nH:3][c:4]([Cl:25])[c:5]([Cl:24])[c:6]1[C:7]([c:8]1[cH:9][c:10]([C:19]([CH3:20])([CH3:21])[CH3:22])[c:11]([OH:18])[c:12]([C:14]([CH3:15])([CH3:16])[CH3:17])[cH:13]1)=[O:23].[H-:26].[Na+:27].[O:31]=[CH:32][N:33]([CH3:34])[CH3:35].[OH2:30]>>[Cl:1][c:2]1[n:3]([CH3:28])[c:4]([Cl:25])[c:5]([Cl:24])[c:6]1[C:7]([c:8]1[cH:9][c:10]([C:19]([CH3:20])([CH3:21])[CH3:22])[c:11]([OH:18])[c:12]([C:14]([CH3:15])([CH3:16])[CH3:17])[cH:13]1)=[O:23]. Solvent: CC(=O)N(C)C (DMA). Product: ClC1=C(C(=CC=C1)Cl)CS(=O)(=O)C=1C=C2/C(/C(NC2=CC1)=O)=C/C1=C(C(=C(N1)C)C(=O)N)C (5-[5-(2,6-Dichloro-phenylmethanesulfonyl)-2-oxo-1,2-dihydro-indol-(3Z)-ylidenemethyl]-2,4-dimethyl-1H-pyrrole-3-carboxylic acid amide). Reaction SMILES: N1C2C(=NC=CC=2)N(O[C:11]([C:13]2[C:17]([CH3:18])=[C:16](/[CH:19]=[C:20]3\[C:21](=[O:41])[NH:22][C:23]4[C:28]\3=[CH:27][C:26]([S:29]([CH2:32][C:33]3[C:38]([Cl:39])=[CH:37][CH:36]=[CH:35][C:34]=3[Cl:40])(=[O:31])=[O:30])=[CH:25][CH:24]=4)[NH:15][C:14]=2[CH3:42])=[O:12])N=1.[NH3:43]>CC(N(C)C)=O>[Cl:39][C:38]1[CH:37]=[CH:36][CH:35]=[C:34]([Cl:40])[C:33]=1[CH2:32][S:29]([C:26]1[CH:27]=[C:28]2[C:23](=[CH:24][CH:25]=1)[NH:22][C:21](=[O:41])/[C:20]/2=[CH:19]\[C:16]1[NH:15][C:14]([CH3:42])=[C:13]([C:11]([NH2:43])=[O:12])[C:17]=1[CH3:18])(=[O:31])=[O:30]. Starting materials: N1=NN(C2=NC=CC=C21)OC(=O)C2=C(NC(=C2C)\C=C\2/C(NC1=CC=C(C=C21)S(=O)(=O)CC2=C(C=CC=C2Cl)Cl)=O)C (5-[5-(2,6-dichloro-phenylmethanesulfonyl)-2-oxo-1,2-dihydro-indol-(3Z)-ylidenemethyl]-2,4-dimethyl-1H-pyrrole-3-carboxylic acid [1,2,3]triazolo[4,5-b]pyridin-3-yl ester), N (ammonia). Reaction conditions: time 2 hour. Reported procedure: To a solution of 5-[5-(2,6-dichloro-phenylmethanesulfonyl)-2-oxo-1,2-dihydro-indol-(3Z)-ylidenemethyl]-2,4-dimethyl-1H-pyrrole-3-carboxylic acid [1,2,3]triazolo[4,5-b]pyridin-3-yl ester (100 mg, 0.162 mmol) in DMA (2 mL) was added ammonia (2 eq.). The mixture was stirred at rt for 2 hours. The reaction was concentrated and triturated with methanol to give the titled compound as a yellow solid. The reactants are CCO, COCOc1cnccc1CCCO, Cl. Product: OCCCc1ccncc1O. RXN SMILES: [CH3:16][CH2:17][OH:18].[CH3:1][O:2][CH2:3][O:4][c:5]1[cH:6][n:7][cH:8][cH:9][c:10]1[CH2:11][CH2:12][CH2:13][OH:14].[ClH:15]>>[OH:4][c:5]1[cH:6][n:7][cH:8][cH:9][c:10]1[CH2:11][CH2:12][CH2:13][OH:14]. The reactants are ClC1=C(C=C(C=C1)O)C(C(C(F)(F)F)(O)C=1C=CC2=C(N(C(CO2)=O)C)C1)C (6-[2-(2-chloro-5-hydroxy-phenyl)-1-hydroxy-1-trifluoromethyl-propyl]-4-methyl-4H-benzo[1,4]oxazin-3-one), C(C)OC(C1=CC=C(C=C1)CBr)=O (ethyl-4-(bromomethyl)benzoate), C([O-])([O-])=O.[Cs+].[Cs+] (cesium carbonate), Ice water. The solvent is CN(C(C)=O)C (N,N-dimethylacetamide). Run at time 4 hour. The product is C(C)OC(C1=CC=C(C=C1)COC1=CC(=C(C=C1)Cl)C(C(C(F)(F)F)(C=1C=CC2=C(N(C(CO2)=O)C)C1)O)C)=O (4-{4-Chloro-3-[3,3,3-trifluoro-2-hydroxy-1-methyl-2-(4-methyl-3-oxo-3,4-dihydro-2H-benzo[1,4]oxazin-6-yl)-propyl]-phenoxymethyl}-benzoic acid ethyl ester). The yield is 83.2%. As a reaction SMILES: [Cl:1][C:2]1[CH:7]=[CH:6][C:5]([OH:8])=[CH:4][C:3]=1[CH:9]([CH3:28])[C:10]([C:16]1[CH:17]=[CH:18][C:19]2[O:24][CH2:23][C:22](=[O:25])[N:21]([CH3:26])[C:20]=2[CH:27]=1)([OH:15])[C:11]([F:14])([F:13])[F:12].[CH2:29]([O:31][C:32](=[O:41])[C:33]1[CH:38]=[CH:37][C:36]([CH2:39]Br)=[CH:35][CH:34]=1)[CH3:30].C(=O)([O-])[O-].[Cs+].[Cs+]>CN(C)C(=O)C>[CH2:29]([O:31][C:32](=[O:41])[C:33]1[CH:38]=[CH:37][C:36]([CH2:39][O:8][C:5]2[CH:6]=[CH:7][C:2]([Cl:1])=[C:3]([CH:9]([CH3:28])[C:10]([OH:15])([C:16]3[CH:17]=[CH:18][C:19]4[O:24][CH2:23][C:22](=[O:25])[N:21]([CH3:26])[C:20]=4[CH:27]=3)[C:11]([F:12])([F:13])[F:14])[CH:4]=2)=[CH:35][CH:34]=1)[CH3:30] |f:2.3.4|. Procedure: To a solution of 6-[2-(2-chloro-5-hydroxy-phenyl)-1-hydroxy-1-trifluoromethyl-propyl]-4-methyl-4H-benzo[1,4]oxazin-3-one (83 mg) in N,N-dimethylacetamide (1.6 ml) were added ethyl-4-(bromomethyl)benzoate (56 mg) and cesium carbonate (72 mg). The mixture was stirred for 4 h at room temperature. Ice water was added and the mixture was extracted with EtOAc. The organic phase was washed with water and dried (MgSO4). The product was purified by chromatography (SiO2, cyclohexane/EtOAc 1:0=>3:2) to giv... The reactants are ClC1=C(CCl)C(=CC=C1)Cl (2,6-dichlorobenzyl chloride), CCOC(=O)N1CCNCC1 (ethyl N-piperazinocarboxylate), [OH-].[Na+] (sodium hydroxide). Run in C(C)(C)O (isopropyl alcohol). Yields the product ClC1=C(CN2CCN(CC2)C(=O)OCC)C(=CC=C1)Cl (4-(2,6-dichlorobenzyl)-1-piperazinecarboxylic acid, ethyl ester). Yield: 87.8%. As a reaction SMILES: [Cl:1][C:2]1[CH:9]=[CH:8][CH:7]=[C:6]([Cl:10])[C:3]=1[CH2:4]Cl.[CH3:11][CH2:12][O:13][C:14]([N:16]1[CH2:21][CH2:20][NH:19][CH2:18][CH2:17]1)=[O:15].[OH-].[Na+]>C(O)(C)C>[Cl:1][C:2]1[CH:9]=[CH:8][CH:7]=[C:6]([Cl:10])[C:3]=1[CH2:4][N:19]1[CH2:18][CH2:17][N:16]([C:14]([O:13][CH2:12][CH3:11])=[O:15])[CH2:21][CH2:20]1 |f:2.3|. Procedure details: A mixture of 95.9 g (0.49 moles) of 2,6-dichlorobenzyl chloride, 77.6 g (0.49 moles) of ethyl N-piperazinocarboxylate, 500 ml of isopropyl alcohol and 70 ml of 10N sodium hydroxide was heated at reflux for 18 hours. The solution was evaporated in vacuo and gave a crystalline residue. The residue in 100 ml of water was extracted twice with 200 ml portions of dichloromethane. The combined organic extract was dried over anhydrous sodium sulfate, filtered, evaporated in vacuo and gave an oil. The oi... Reactants: C1=CC=NC(=C1)SSC2=CC=CC=N2 (2,2′-dipyridyldisulfide), Cl.SCCN (2-mercaptoethylamine hydrochloride). Solvent: CO (methanol), CO (methanol). The product is Cl.N1=C(C=CC=C1)SSCCN (S-(2-pyridylthio)-2-mercaptoethylamine hydrochloride). The yield is 84.3%. Reaction SMILES: C1[CH:6]=[C:5]([S:7][S:8][C:9]2[N:14]=[CH:13][CH:12]=[CH:11][CH:10]=2)N=CC=1.[ClH:15].SCC[NH2:19]>CO>[ClH:15].[N:14]1[CH:13]=[CH:12][CH:11]=[CH:10][C:9]=1[S:8][S:7][CH2:5][CH2:6][NH2:19] |f:1.2,4.5|. Reported procedure: 2,2′-dipyridyldisulfide (13.2 g) was dissolved in 100 ml of methanol. Under vigorously stirring, 3.4 g of 2-mercaptoethylamine hydrochloride in 30 ml of methanol was added dropwise thereto. The reaction mixture was stirred for 1 hour and 40 minutes and the solvent was distilled off. Ethyl acetate was added to the resulting residue for crystallization and crystals were collected by filtration. Crude crystals thus obtained were recrystallized from methanol-ether. The mother liquor was concentrated...